Dataset: the Open Reaction Database (ORD), a public repository of structured organic reaction records. Task: describe an organic reaction: reactants, conditions, products, and yield Reactants: Cc1ccccc1, CC(C)=CC(=O)c1sccc1O, Cc1ccc(S(=O)(=O)O)cc1. Yields the product CC1(C)CC(=O)c2sccc2O1. Reaction SMILES: [CH3:24][c:25]1[cH:26][cH:27][cH:28][cH:29][cH:30]1.[OH:1][c:2]1[c:3]([C:7]([CH:8]=[C:9]([CH3:10])[CH3:11])=[O:12])[s:4][cH:5][cH:6]1.[c:13]1([CH3:14])[cH:15][cH:16][c:17]([S:18]([OH:19])(=[O:20])=[O:21])[cH:22][cH:23]1>>[O:1]1[c:2]2[c:3]([s:4][cH:5][cH:6]2)[C:7](=[O:12])[CH2:8][C:9]1([CH3:10])[CH3:11].